This data is from the Open Reaction Database (ORD), a public repository of structured organic reaction records. The task is: describe an organic reaction: reactants, conditions, products, and yield Starting materials: CC(C)(c1ccc(O)cc1)c1cc(Br)ccn1, CN(C)CCCCl, CCOC(C)=O, Cl, CN(C)C=O, O. The product is CN(C)CCCOc1ccc(C(C)(C)c2cc(Br)ccn2)cc1. As a reaction SMILES: [Br:1][c:2]1[cH:3][c:4]([C:8]([CH3:9])([CH3:10])[c:11]2[cH:12][cH:13][c:14]([OH:17])[cH:15][cH:16]2)[n:5][cH:6][cH:7]1.[CH3:19][N:20]([CH2:21][CH2:22][CH2:23][Cl:24])[CH3:25].[CH3:31][CH2:32][O:33][C:34]([CH3:35])=[O:36].[ClH:18].[O:26]=[CH:27][N:28]([CH3:29])[CH3:30].[OH2:37]>>[Br:1][c:2]1[cH:3][c:4]([C:8]([CH3:9])([CH3:10])[c:11]2[cH:12][cH:13][c:14]([O:17][CH2:23][CH2:22][CH2:21][N:20]([CH3:19])[CH3:25])[cH:15][cH:16]2)[n:5][cH:6][cH:7]1.